This data is from the Open Reaction Database (ORD), a public repository of structured organic reaction records. The task is: describe an organic reaction: reactants, conditions, products, and yield Reactants: BrCC(=O)OCC (ethyl bromoacetate), C(CCC)[Li] (n-butyllithium), diester, C(C)(C)NC(C)C (diisopropylamine), C(C1=CC=CC=C1)OC1=CC(=CC2=C1C(CC(O2)(C)C)C(=O)OC)C(CCCCCC)(C)C (methyl 5-benzyloxy-2,2-dimethyl-7-(1,1-dimethylheptyl)-3,4-dihydro-2H-benzopyran-4-carboxylate). Run in CCCCCC (hexane), C1CCOC1 (THF), O1CCCC1 (tetrahydrofuran), CCCCCC.C(C)OCC (hexane ethyl ether). Conditions: temperature -78 celsius, time 3 hour. The product is C(C1=CC=CC=C1)OC1=CC(=CC2=C1C(CC(O2)(C)C)(C(=O)OC)CC(=O)OCC)C(CCCCCC)(C)C (5-Benzyloxy-4-ethoxycarbonylmethyl-4-methoxycarbonyl-2,2-dimethyl-7-(1,1-dimethylheptyl)-3,4-dihydro-2H-benzopyran). Reaction SMILES: C([Li])CCC.C(NC(C)C)(C)C.[CH2:13]([O:20][C:21]1[C:26]2[CH:27]([C:33]([O:35][CH3:36])=[O:34])[CH2:28][C:29]([CH3:32])([CH3:31])[O:30][C:25]=2[CH:24]=[C:23]([C:37]([CH3:45])([CH3:44])[CH2:38][CH2:39][CH2:40][CH2:41][CH2:42][CH3:43])[CH:22]=1)[C:14]1[CH:19]=[CH:18][CH:17]=[CH:16][CH:15]=1.Br[CH2:47][C:48]([O:50][CH2:51][CH3:52])=[O:49]>CCCCCC.CCCCCC.C(OCC)C.C1COCC1>[CH2:13]([O:20][C:21]1[C:26]2[C:27]([CH2:47][C:48]([O:50][CH2:51][CH3:52])=[O:49])([C:33]([O:35][CH3:36])=[O:34])[CH2:28][C:29]([CH3:32])([CH3:31])[O:30][C:25]=2[CH:24]=[C:23]([C:37]([CH3:44])([CH3:45])[CH2:38][CH2:39][CH2:40][CH2:41][CH2:42][CH3:43])[CH:22]=1)[C:14]1[CH:15]=[CH:16][CH:17]=[CH:18][CH:19]=1 |f:5.6|. Procedure: Under anhydrous conditions, under a nitrogen atmosphere 5.31 ml. of 1.6 molar n-butyllithium in hexane is charged to a flask containing 80 ml. dry tetrahydrofuran at -78° C. A solution of 1.2 ml. (848 mg., 8.4 mmole) freshly distilled diisopropylamine is added dropwise and the resulting mixture stirred at -78° C. for three hours. Then a solution of 3.1 g. (6.85 mmole) methyl 5-benzyloxy-2,2-dimethyl-7-(1,1-dimethylheptyl)-3,4-dihydro-2H-benzopyran-4-carboxylate (Example 88, Part B) in 10 ml. THF...